From a dataset of the Open Reaction Database (ORD), a public repository of structured organic reaction records. describe an organic reaction: reactants, conditions, products, and yield Starting materials: CC(=O)Oc1ccc(C=CC(=O)NC23CC4CC(CC(C4)C2)C3)cc1[N+](=O)[O-], CO, [Na+], [OH-]. Product: O=C(C=Cc1ccc(O)c([N+](=O)[O-])c1)NC12CC3CC(CC(C3)C1)C2. RXN SMILES: [C:1]12([NH:11][C:12]([CH:13]=[CH:14][c:15]3[cH:16][c:17]([N+:25](=[O:26])[O-:27])[c:18]([O:21][C:22](=[O:23])[CH3:24])[cH:19][cH:20]3)=[O:28])[CH2:2][CH:3]3[CH2:4][CH:5]([CH2:6][CH:7]([CH2:8]1)[CH2:9]3)[CH2:10]2.[CH3:31][OH:32].[Na+:30].[OH-:29]>>[C:1]12([NH:11][C:12]([CH:13]=[CH:14][c:15]3[cH:16][c:17]([N+:25](=[O:26])[O-:27])[c:18]([OH:21])[cH:19][cH:20]3)=[O:28])[CH2:2][CH:3]3[CH2:4][CH:5]([CH2:6][CH:7]([CH2:8]1)[CH2:9]3)[CH2:10]2. Starting materials: BrCC(=O)OCC1=CC=CC=C1 (benzyl bromoacetate), O=C1OC2=C(C1CCC)C=CC=C2 (2,3-dihydro-2-oxo-3-propylbenzofuran), [H-].[Na+] (sodium hydride). Solvent: CN(C=O)C (dimethylformamide), CN(C=O)C (dimethylformamide). Reaction conditions: time 1 hour. The product is C(C1=CC=CC=C1)OC(CC1(C(OC2=C1C=CC=C2)=O)CCC)=O ((2,3-Dihydro-2-oxo-3-propyl-3-benzofuranyl)acetic acid benzyl ester). Isolated yield 84.8%. Reaction SMILES: [O:1]=[C:2]1[CH:6]([CH2:7][CH2:8][CH3:9])[C:5]2[CH:10]=[CH:11][CH:12]=[CH:13][C:4]=2[O:3]1.[H-].[Na+].Br[CH2:17][C:18]([O:20][CH2:21][C:22]1[CH:27]=[CH:26][CH:25]=[CH:24][CH:23]=1)=[O:19]>CN(C)C=O>[CH2:21]([O:20][C:18](=[O:19])[CH2:17][C:6]1([CH2:7][CH2:8][CH3:9])[C:5]2[CH:10]=[CH:11][CH:12]=[CH:13][C:4]=2[O:3][C:2]1=[O:1])[C:22]1[CH:27]=[CH:26][CH:25]=[CH:24][CH:23]=1 |f:1.2|. Procedure details: A solution of 0.204 mol of 2,3-dihydro-2-oxo-3-propylbenzofuran in 200 ml of anhydrous dimethylformamide is added to a suspension of 0.204 mol of sodium hydride in 100 ml of anhydrous dimethylformamide. The medium is maintained with stirring at room temperature for one hour, 0.224 mol of benzyl bromoacetate is then added and the medium is left for 12 hours at room temperature. The reaction mixture is concentrated under vacuum and hydrolyzed using one liter of water, the aqueous phase is extracte... Reactants: ClC1=NC(=NC(=C1)C1=CC(=C(C=C1)F)Cl)C(C)C (4-chloro-6-(3-chloro-4-fluorophenyl)-2-isopropyl-pyrimidine), FC(C=1C(=NC=CC1)N1CCNCC1)(F)F (1-(3-(trifluoromethyl)-pyridin-2-yl)piperazine), C(=O)([O-])[O-].[K+].[K+] (K2CO3). The solvent is O (water), CC(=O)N(C)C (DMA). Product: ClC=1C=C(C=CC1F)C1=NC(=NC(=C1)N1CCN(CC1)C1=NC=CC=C1C(F)(F)F)C(C)C (4-(3-chloro-4-fluorophenyl)-6-(4-(3-(trifluoromethyl)pyridin-2-yl)piperazin-1-yl)-2-isopropylpyrimidine). As a reaction SMILES: Cl[C:2]1[CH:7]=[C:6]([C:8]2[CH:13]=[CH:12][C:11]([F:14])=[C:10]([Cl:15])[CH:9]=2)[N:5]=[C:4]([CH:16]([CH3:18])[CH3:17])[N:3]=1.[F:19][C:20]([F:34])([F:33])[C:21]1[C:22]([N:27]2[CH2:32][CH2:31][NH:30][CH2:29][CH2:28]2)=[N:23][CH:24]=[CH:25][CH:26]=1.C([O-])([O-])=O.[K+].[K+]>CC(N(C)C)=O.O>[Cl:15][C:10]1[CH:9]=[C:8]([C:6]2[CH:7]=[C:2]([N:30]3[CH2:31][CH2:32][N:27]([C:22]4[C:21]([C:20]([F:34])([F:19])[F:33])=[CH:26][CH:25]=[CH:24][N:23]=4)[CH2:28][CH2:29]3)[N:3]=[C:4]([CH:16]([CH3:18])[CH3:17])[N:5]=2)[CH:13]=[CH:12][C:11]=1[F:14] |f:2.3.4|. Procedure details: Dissolve 4-chloro-6-(3-chloro-4-fluorophenyl)-2-isopropyl-pyrimidine (56 mg, 0.2 mmoles) and 1-(3-(trifluoromethyl)-pyridin-2-yl)piperazine (46 mg, 0.2 mmoles) in DMA (1.5 mL) under nitrogen atmosphere. Add anhydrous powdered K2CO3 (55 mg, 0.4 mmoles) to this mixture and heat at 120° C. for 18 hours. Cool, dilute with water (5 mL), extract with EtOAc (3×2 mL) and dry over MgSO4. Filter, and concentrate under vacuum to afford crude product and purify by flash column chromatography using 7% EtOAc/...